From a dataset of the Open Reaction Database (ORD), a public repository of structured organic reaction records. describe an organic reaction: reactants, conditions, products, and yield The reactants are CC1=C(N=C(S1)C1=CC=CC=C1)CCO (2-(5-methyl-2-phenyl-thiazol-4-yl)-ethanol), C1(=CC=CC=C1)P(C1=CC=CC=C1)C1=CC=CC=C1 (triphenylphosphine), N(=NC(=O)OC(C)C)C(=O)OC(C)C (DIAD), COC(C(CC1=CC=C(C=2CCCCC12)O)OCC)=O ([rac]-2-ethoxy-3-(4-hydroxy-5,6,7,8-tetrahydro-naphthalen-1-yl)-propionic acid methyl ester). Solvent: O1CCCC1 (tetrahydrofuran). Product: COC(C(CC1=CC=C(C=2CCCCC12)OCCC=1N=C(SC1C)C1=CC=CC=C1)OCC)=O ([rac]-2-ethoxy-3-{4-[2-(5-methyl-2-phenyl-thiazol-4-yl)-ethoxy]-5,6,7,8-tetrahydro-naphthalen-1-yl}-propionic acid methyl ester). Reaction SMILES: [CH3:1][O:2][C:3](=[O:20])[CH:4]([O:17][CH2:18][CH3:19])[CH2:5][C:6]1[C:15]2[CH2:14][CH2:13][CH2:12][CH2:11][C:10]=2[C:9]([OH:16])=[CH:8][CH:7]=1.[CH3:21][C:22]1[S:26][C:25]([C:27]2[CH:32]=[CH:31][CH:30]=[CH:29][CH:28]=2)=[N:24][C:23]=1[CH2:33][CH2:34]O.C1(P(C2C=CC=CC=2)C2C=CC=CC=2)C=CC=CC=1.N(C(OC(C)C)=O)=NC(OC(C)C)=O>O1CCCC1>[CH3:1][O:2][C:3](=[O:20])[CH:4]([O:17][CH2:18][CH3:19])[CH2:5][C:6]1[C:15]2[CH2:14][CH2:13][CH2:12][CH2:11][C:10]=2[C:9]([O:16][CH2:34][CH2:33][C:23]2[N:24]=[C:25]([C:27]3[CH:32]=[CH:31][CH:30]=[CH:29][CH:28]=3)[S:26][C:22]=2[CH3:21])=[CH:8][CH:7]=1. Procedure details: In analogy to the procedure described in example 1 d], [rac]-2-ethoxy-3-(4-hydroxy-5,6,7,8-tetrahydro-naphthalen-1-yl)-propionic acid methyl ester was reacted with 2-(5-methyl-2-phenyl-thiazol-4-yl)-ethanol [PCT Int. Appl. (2002), WO 02/18355 A1] in tetrahydrofuran in the presence of triphenylphosphine and DIAD (diisopropyl azodicarboxylate) to yield [rac]-2-ethoxy-3-{4-[2-(5-methyl-2-phenyl-thiazol-4-yl)-ethoxy]-5,6,7,8-tetrahydro-naphthalen-1-yl}-propionic acid methyl ester as colorless viscou... The reactants are ClC1=CC=C(C=C1)/C=C/C=1C=C(C=CC1)N1N=C(C(=C1COC)C(=O)O)COC (1-{3-[(E)-2-(4-chloro-phenyl)-vinyl]-phenyl}-3,5-bis-methoxymethyl-1H-pyrazole-4-carboxylic acid), ClC1=CC=C(C=C1)/C=C/C=1C=C(C=CC1)N1N=C(C(=C1COC)C(=O)O)COC (1-{3-[(E)-2-(4-chloro-phenyl)-vinyl]-phenyl}-3,5-bis-methoxymethyl-1H-pyrazole-4-carboxylic acid), C(C)N(C1CNCC1)CC ([rac]-diethyl-pyrrolidin-3-yl-amine). Product: ClC1=CC=C(C=C1)/C=C/C=1C=C(C=CC1)N1N=C(C(=C1COC)C(=O)N1CC(CC1)N(CC)CC)COC ([rac]-(1-{3-[(E)-2-(4-Chloro-phenyl)-vinyl]-phenyl}-3,5-bis-methoxymethyl-1H-pyrazol-4-yl)-(3-diethylamino-pyrrolidin-1-yl)-methanone). Reaction SMILES: [Cl:1][C:2]1[CH:7]=[CH:6][C:5](/[CH:8]=[CH:9]/[C:10]2[CH:11]=[C:12]([N:16]3[C:20]([CH2:21][O:22][CH3:23])=[C:19]([C:24](O)=[O:25])[C:18]([CH2:27][O:28][CH3:29])=[N:17]3)[CH:13]=[CH:14][CH:15]=2)=[CH:4][CH:3]=1.[CH2:30]([N:32]([CH2:38][CH3:39])[CH:33]1[CH2:37][CH2:36][NH:35][CH2:34]1)[CH3:31]>>[Cl:1][C:2]1[CH:3]=[CH:4][C:5](/[CH:8]=[CH:9]/[C:10]2[CH:11]=[C:12]([N:16]3[C:20]([CH2:21][O:22][CH3:23])=[C:19]([C:24]([N:35]4[CH2:36][CH2:37][CH:33]([N:32]([CH2:38][CH3:39])[CH2:30][CH3:31])[CH2:34]4)=[O:25])[C:18]([CH2:27][O:28][CH3:29])=[N:17]3)[CH:13]=[CH:14][CH:15]=2)=[CH:6][CH:7]=1. Reported procedure: In analogy to the procedure described for example 1, 1-{3-[(E)-2-(4-chloro-phenyl)-vinyl]-phenyl}-3,5-bis-methoxymethyl-1H-pyrazole-4-carboxylic acid (intermediate 3) and [rac]-diethyl-pyrrolidin-3-yl-amine gave the title compound as brown solid. MS: 537.3 (MH+, 1 Cl). Starting materials: CCOC(=O)CN(C(C)c1ccccc1)C1CCCCC1COS(C)(=O)=O, CC(C)(C)[O-], [Na+], C1CCOC1. Reaction SMILES: [CH3:1][S:2]([O:3][CH2:6][CH:7]1[CH:8]([N:13]([CH2:14][C:15](=[O:16])[O:17][CH2:18][CH3:19])[CH:20]([CH3:21])[c:22]2[cH:23][cH:24][cH:25][cH:26][cH:27]2)[CH2:9][CH2:10][CH2:11][CH2:12]1)(=[O:4])=[O:5].[CH3:28][C:29]([CH3:30])([O-:31])[CH3:32].[Na+:33].[O:34]1[CH2:35][CH2:36][CH2:37][CH2:38]1>>[CH2:6]1[CH:7]2[CH:8]([CH2:9][CH2:10][CH2:11][CH2:12]2)[N:13]([CH:20]([CH3:21])[c:22]2[cH:23][cH:24][cH:25][cH:26][cH:27]2)[CH:14]1[C:15](=[O:16])[O:17][CH2:18][CH3:19]. Yields the product CCOC(=O)C1CC2CCCCC2N1C(C)c1ccccc1.